The task is: describe an organic reaction: reactants, conditions, products, and yield. This data is from the Open Reaction Database (ORD), a public repository of structured organic reaction records. The reactants are ClC=1C(=C(C=CC1)C(=C)C1=C(C=CC=C1)OCOC)OCOC (1-(3-chloro-2-methoxymethoxyphenyl)-1-(2-methoxymethoxyphenyl)ethene), C(CCC)[Li] (butyl lithium), C1(=CC=CC=C1)SC (thioanisole), N12CCN(CC1)CC2 (1,4-diazabicyclo[2,2,2]octane). Run in CCOCC (ether), O1CCCC1 (tetrahydrofuran), CCCCCC (hexane), O1CCCC1 (tetrahydrofuran). Reaction conditions: temperature 0 celsius. Product: C1(=CC=CC=C1)SC[Li] (Phenylthiomethyl lithium), pale orange oil. Reaction SMILES: C([Li:5])CCC.[C:6]1([S:12][CH3:13])[CH:11]=[CH:10][CH:9]=[CH:8][CH:7]=1.N12CCN(CC1)CC2.ClC1C(OCOC)=C(C(C2C=CC=CC=2OCOC)=C)C=CC=1>CCCCCC.O1CCCC1.CCOCC>[C:6]1([S:12][CH2:13][Li:5])[CH:11]=[CH:10][CH:9]=[CH:8][CH:7]=1. Procedure details: Phenylthiomethyl lithium was prepared by adding 120 ml of 2.5M butyl lithium in hexane to a solution of 37.3 g of thioanisole and 33.7 g of 1,4-diazabicyclo[2,2,2]octane in 400 ml of tetrahydrofuran dropwise with stirring at 0° C. and then allowing the mixture to react for 45 min at 0° C. and 1 hour at room temperature. A solution of 50.2 g of 1-(3-chloro-2-methoxymethoxyphenyl)-1-(2-methoxymethoxyphenyl)ethene dissolved in 100 ml of tetrahydrofuran was added slowly to this at ambient temperatur...